Dataset: the Open Reaction Database (ORD), a public repository of structured organic reaction records. Task: describe an organic reaction: reactants, conditions, products, and yield Starting materials: FC1=C(C=CC(=C1)F)[C@@]1(O[C@@H]1C)CN1N=CN=C1 ((2R,3R)-2-(2,4-difluorophenyl)-3-methyl-2-[(1H-1,2,4-triazol-1-yl)-methyl]oxirane), SCCC(=O)OC (methyl 3-mercaptopropionate), C[O-].[Na+].CO (sodium methoxide methanol), CCCC(=O)OC (methyl 3-methylpropionate), C[O-].[Na+].CO (sodium methoxide methanol). Procedure: In methanol (25 ml) were dissolved (2R,3R)-2-(2,4-difluorophenyl)-3-methyl-2-[(1H-1,2,4-triazol-1-yl)-methyl]oxirane (0.98 g), methyl 3-mercaptopropionate (3.3 ml) and 28% sodium methoxide-methanol (3.0 g) and the solution was refluxed on an oil bath. After 2 and after 3 hours, methyl 3-methylpropionate (0.83 ml) and 28% sodium methoxide-methanol (0.75 g) were added at each time. The oil bath was removed after heating for 4 hours and the reaction mixture was neutralized with cold 1N-HCl (23.4 ml... RXN SMILES: [F:1][C:2]1[CH:7]=[C:6]([F:8])[CH:5]=[CH:4][C:3]=1[C@@:9]1([CH2:13][N:14]2[CH:18]=[N:17][CH:16]=[N:15]2)[C@@H:11]([CH3:12])[O:10]1.[SH:19]CCC(OC)=O.C[O-].[Na+].CO.CCCC(OC)=O>CO>[F:1][C:2]1[CH:7]=[C:6]([F:8])[CH:5]=[CH:4][C:3]=1[C@:9]([OH:10])([C@@H:11]([SH:19])[CH3:12])[CH2:13][N:14]1[CH:18]=[N:17][CH:16]=[N:15]1 |f:2.3.4|. The solvent is CO (methanol). Product: FC1=C(C=CC(=C1)F)[C@@](CN1N=CN=C1)([C@H](C)S)O ((2R,3S)-2-(2,4-difluorophenyl)-3-mercapto-1-(1H-1,2,4-triazol-1-yl)-2-butanol). Reaction conditions: time 3 hour. Starting materials: N1(CCNCCC1)C=1C=CC=2N(N1)C(=NN2)C(F)(F)F (6-(1,4-diazepan-1-yl)-3-(trifluoromethyl)-[1,2,4]triazolo[4,3-b]pyridazine), FC(C1=C(C=O)C=CC=C1)(F)F (2-(trifluoromethyl)benzaldehyde). The product is FC(C1=NN=C2N1N=C(C=C2)N2CCN(CCC2)CC2=C(C=CC=C2)C(F)(F)F)(F)F (3-(trifluoromethyl)-6-[4-[[2-(trifluoromethyl)phenyl]methyl]-1,4-diazepan-1-yl]-[1,2,4]triazolo[4,3-b]pyridazine). RXN SMILES: [N:1]1([C:8]2[CH:9]=[CH:10][C:11]3[N:12]([C:14]([C:17]([F:20])([F:19])[F:18])=[N:15][N:16]=3)[N:13]=2)[CH2:7][CH2:6][CH2:5][NH:4][CH2:3][CH2:2]1.[F:21][C:22]([F:32])([F:31])[C:23]1[CH:30]=[CH:29][CH:28]=[CH:27][C:24]=1[CH:25]=O>>[F:20][C:17]([F:18])([F:19])[C:14]1[N:12]2[N:13]=[C:8]([N:1]3[CH2:7][CH2:6][CH2:5][N:4]([CH2:25][C:24]4[CH:27]=[CH:28][CH:29]=[CH:30][C:23]=4[C:22]([F:21])([F:31])[F:32])[CH2:3][CH2:2]3)[CH:9]=[CH:10][C:11]2=[N:16][N:15]=1. Procedure: Reductive amination of 6-(1,4-diazepan-1-yl)-3-(trifluoromethyl)-[1,2,4]triazolo[4,3-b]pyridazine with 2-(trifluoromethyl)benzaldehyde was carried out according to General Synthetic Method 8. The crude product was purified by hplc using a Waters XBridge Prep C18 OBD column (5μ silica, 19 mm diameter, 100 mm length) eluted with decreasingly polar mixtures of water (containing 0.05% aqueous ammonia) and acetonitrile as eluents to give 3-(trifluoromethyl)-6-[4-[[2-(trifluoromethyl)phenyl]methyl]-1,... Starting materials: CCOC(C)=O, [N-]=[N+]=NC1CC(n2cnc3c(NCC4CC4)nc(N)nc32)OC1CO. The product is [N-]=[N+]=NC1CC(n2cnc3c(N4CCCC4)nc(N)nc32)OC1CO. RXN SMILES: [CH3:26][CH2:27][O:28][C:29](=[O:30])[CH3:31].[NH2:1][c:2]1[n:3][c:4]([NH:21][CH2:22][CH:23]2[CH2:24][CH2:25]2)[c:5]2[n:6][cH:7][n:8]([CH:11]3[CH2:12][CH:13]([N:18]=[N+:19]=[N-:20])[CH:14]([CH2:16][OH:17])[O:15]3)[c:9]2[n:10]1>>[NH2:1][c:2]1[n:3][c:4]([N:21]2[CH2:22][CH2:23][CH2:25][CH2:24]2)[c:5]2[n:6][cH:7][n:8]([CH:11]3[CH2:12][CH:13]([N:18]=[N+:19]=[N-:20])[CH:14]([CH2:16][OH:17])[O:15]3)[c:9]2[n:10]1.